This data is from the Open Reaction Database (ORD), a public repository of structured organic reaction records. The task is: describe an organic reaction: reactants, conditions, products, and yield Reactants: C1(CC1)C=1C(=C(C2=CC=C(C=C2C1)OC)OC1=CC=C(C=C1)/C=C/C(=O)O)C1=CC=CC=C1 ((2E)-3-(4-{[3-Cyclopropyl-6-(methyloxy)-2-phenyl-1-naphthalenyl]oxy}phenyl)-2-propenoic acid), B(Br)(Br)Br (BBr3). Solvent: C(Cl)Cl (CH2Cl2). Yields the product C1(CC1)C=1C(=C(C2=CC=C(C=C2C1)O)OC1=CC=C(C=C1)/C=C/C(=O)O)C1=CC=CC=C1 ((2E)-3-{4-[(3-Cyclopropyl-6-hydroxy-2-phenyl-1-naphthalenyl)oxy]phenyl}-2-propenoic acid). Isolated yield 51.0%. Reaction SMILES: [CH:1]1([C:4]2[C:5]([C:28]3[CH:33]=[CH:32][CH:31]=[CH:30][CH:29]=3)=[C:6]([O:16][C:17]3[CH:22]=[CH:21][C:20](/[CH:23]=[CH:24]/[C:25]([OH:27])=[O:26])=[CH:19][CH:18]=3)[C:7]3[C:12]([CH:13]=2)=[CH:11][C:10]([O:14]C)=[CH:9][CH:8]=3)[CH2:3][CH2:2]1.B(Br)(Br)Br>C(Cl)Cl>[CH:1]1([C:4]2[C:5]([C:28]3[CH:29]=[CH:30][CH:31]=[CH:32][CH:33]=3)=[C:6]([O:16][C:17]3[CH:22]=[CH:21][C:20](/[CH:23]=[CH:24]/[C:25]([OH:27])=[O:26])=[CH:19][CH:18]=3)[C:7]3[C:12]([CH:13]=2)=[CH:11][C:10]([OH:14])=[CH:9][CH:8]=3)[CH2:3][CH2:2]1. Reported procedure: Methyl ether (155) (0.14 g, 0.32 mmol) was treated with BBr3 in CH2Cl2 to give the crude product as a yellow viscous oil, which was purified by reverse phase preparation HPLC on Agilent 1100 to afford 69 mg (51%) of the title compound (156) as an off-white solid. mp 242-243° C. 1H NMR (400 MHz, CH3OH-d4): δ 0.75-0.85 (m, 4H), 1.60-1.70 (m, 1H), 6.26 (d, J=15.9 Hz, 1H), 6.57 (d, J=8.6 Hz, 2H), 7.02 (dd, J1=9.0 Hz, J2=2.0 Hz, 1H), 7.12 (d, J=1.9 Hz, 1H), 7.16-7.28 (m, 6H), 7.34 (d, J=8.6 Hz, 2H), ... Reactants: Cc1cc(OC(C)c2ccc(-c3ccccc3-c3nnn(C(c4ccccc4)(c4ccccc4)c4ccccc4)n3)cc2)c2ccccc2n1, CCO, CO, Cl. The product is Cc1cc(OC(C)c2ccc(-c3ccccc3-c3nnn[nH]3)cc2)c2ccccc2n1, Cl. Reaction SMILES: [CH3:2][c:3]1[n:4][c:5]2[cH:6][cH:7][cH:8][cH:9][c:10]2[c:11]([O:13][CH:14]([CH3:15])[c:16]2[cH:17][cH:18][c:19](-[c:22]3[c:23](-[c:28]4[n:29][n:30][n:31]([C:33]([c:34]5[cH:35][cH:36][cH:37][cH:38][cH:39]5)([c:40]5[cH:41][cH:42][cH:43][cH:44][cH:45]5)[c:46]5[cH:47][cH:48][cH:49][cH:50][cH:51]5)[n:32]4)[cH:24][cH:25][cH:26][cH:27]3)[cH:20][cH:21]2)[cH:12]1.[CH3:52][CH2:53][OH:54].[CH3:55][OH:56].[ClH:1]>>[CH3:2][c:3]1[n:4][c:5]2[cH:6][cH:7][cH:8][cH:9][c:10]2[c:11]([O:13][CH:14]([CH3:15])[c:16]2[cH:17][cH:18][c:19](-[c:22]3[c:23](-[c:28]4[n:29][n:30][n:31][nH:32]4)[cH:24][cH:25][cH:26][cH:27]3)[cH:20][cH:21]2)[cH:12]1.[ClH:1]. Starting materials: CCOC(C)=O, COC(=O)c1c(C#N)cc(Cl)nc1-c1cnn(C)c1, CC(C)(C)OC(=O)NC1CCCCC1N, O. Yields the product COC(=O)c1c(C#N)cc(NC2CCCCC2NC(=O)OC(C)(C)C)nc1-c1cnn(C)c1. RXN SMILES: [CH3:36][CH2:37][O:38][C:39]([CH3:40])=[O:41].[Cl:1][c:2]1[n:3][c:4](-[c:14]2[cH:15][n:16][n:17]([CH3:19])[cH:18]2)[c:5]([C:6](=[O:7])[O:8][CH3:9])[c:10]([C:12]#[N:13])[cH:11]1.[NH2:20][CH:21]1[CH:22]([NH:27][C:28]([O:29][C:30]([CH3:31])([CH3:32])[CH3:33])=[O:34])[CH2:23][CH2:24][CH2:25][CH2:26]1.[OH2:35]>>[c:2]1([NH:20][CH:21]2[CH:22]([NH:27][C:28]([O:29][C:30]([CH3:31])([CH3:32])[CH3:33])=[O:34])[CH2:23][CH2:24][CH2:25][CH2:26]2)[n:3][c:4](-[c:14]2[cH:15][n:16][n:17]([CH3:19])[cH:18]2)[c:5]([C:6](=[O:7])[O:8][CH3:9])[c:10]([C:12]#[N:13])[cH:11]1. Reactants: CO.C(Cl)Cl (MeOH DCM), C(C)NC=1S[C@@H]2[C@H](N1)[C@H]([C@@H]([C@H](O2)C=O)O)O ((3aR,5S,6S,7R,7aR)-2-(ethylamino)-6,7-dihydroxy-5,6,7,7a-tetrahydro-3aH-pyrano[3,2-d][1,3]thiazole-5-carbaldehyde), Cl.CNC (dimethylamine hydrochloride), C(#N)[BH3-].[Na+] (sodium cyanoborohydride). Solvent: CO (MeOH), CO (MeOH). Reaction conditions: time 15 minute. Yields the product CN(C)C[C@@H]1[C@H]([C@@H]([C@H]2N=C(S[C@H]2O1)NCC)O)O ((3aR,5R,6S,7R,7aR)-5-[(dimethylamino)methyl]-2-(ethylamino)-5,6,7,7a-tetrahydro-3aH-pyrano[3,2-d][1,3]thiazole-6,7-diol). RXN SMILES: [CH2:1]([NH:3][C:4]1[S:5][C@H:6]2[O:12][C@H:11]([CH:13]=O)[C@@H:10]([OH:15])[C@H:9]([OH:16])[C@H:7]2[N:8]=1)[CH3:2].Cl.[CH3:18][NH:19][CH3:20].C([BH3-])#N.[Na+].CO.C(Cl)Cl>CO>[CH3:18][N:19]([CH2:13][C@H:11]1[O:12][C@H:6]2[C@H:7]([N:8]=[C:4]([NH:3][CH2:1][CH3:2])[S:5]2)[C@@H:9]([OH:16])[C@@H:10]1[OH:15])[CH3:20] |f:1.2,3.4,5.6|. Procedure: To (3aR,5S,6S,7R,7aR)-2-(ethylamino)-6,7-dihydroxy-5,6,7,7a-tetrahydro-3aH-pyrano[3,2-d][1,3]thiazole-5-carbaldehyde (40.00 mg; 0.16 mmol; 1.00 eq.) in MeOH (1.00 ml) was added dimethylamine hydrochloride (15.89 mg; 0.19 mmol; 1.20 eq.), and sodium cyanoborohydride (5.10 mg; 0.08 mmol; 0.50 eq.) in 0.5 mL MeOH. The reaction was stirred at room temperature for 15 min. The desired product was isolated by flash chromatography (KPNH column, 0 to 100% MeOH/DCM, 15CV) to afford (3aR,5R,6S,7R,7aR)-5-[(... Solvent: C1(=CC=CC=C1)C (toluene), C1(=CC=CC=C1)C (toluene). Procedure: A mixture of 4.5 grams (0.028 mole) of 3-trifluoromethylphenol and 1.1 grams (0.028 mole) of sodium hydride (60% in mineral oil) in 100 mL of toluene is stirred at ambient temperature for about 20 minutes, and a solution of 6.6 grams (0.028 mole) of 8-methylsulfonyloxy-1,4-dioxaspiro[4.5]decane (prepared as in Step C of Example 8) in 20 mL of toluene is added dropwise. Upon complete addition, the reaction mixture is heated to reflux where it is stirred for about four hours. The reaction mixture ... The product is FC(C=1C=C(OC2CCC3(OCCO3)CC2)C=CC1)(F)F (8-(3-trifluoromethylphenoxy)-1,4-dioxaspiro[4.5]decane). Reaction conditions: time 20 minute. Starting materials: FC(C=1C=C(C=CC1)O)(F)F (3-trifluoromethylphenol), [H-].[Na+] (sodium hydride), CS(=O)(=O)OC1CCC2(OCCO2)CC1 (8-methylsulfonyloxy-1,4-dioxaspiro[4.5]decane). As a reaction SMILES: [F:1][C:2]([F:11])([F:10])[C:3]1[CH:4]=[C:5]([OH:9])[CH:6]=[CH:7][CH:8]=1.[H-].[Na+].CS(O[CH:19]1[CH2:28][CH2:27][C:22]2([O:26][CH2:25][CH2:24][O:23]2)[CH2:21][CH2:20]1)(=O)=O>C1(C)C=CC=CC=1>[F:1][C:2]([F:10])([F:11])[C:3]1[CH:4]=[C:5]([CH:6]=[CH:7][CH:8]=1)[O:9][CH:19]1[CH2:28][CH2:27][C:22]2([O:26][CH2:25][CH2:24][O:23]2)[CH2:21][CH2:20]1 |f:1.2|.